This data is from the Open Reaction Database (ORD), a public repository of structured organic reaction records. The task is: describe an organic reaction: reactants, conditions, products, and yield The reactants are N1=CC(=CC=C1)CNC(C)=O (N-(pyridin-3-ylmethyl)acetamide), CI (methyl iodide). The solvent is C(Cl)Cl (DCM). Reaction conditions: time 19 hour. Yields the product [I-].C(C)(=O)NCC=1C=[N+](C=CC1)C (3-(acetamidomethyl)-1-methylpyridin-1-ium iodide). Reaction SMILES: [N:1]1[CH:6]=[CH:5][CH:4]=[C:3]([CH2:7][NH:8][C:9](=[O:11])[CH3:10])[CH:2]=1.[CH3:12][I:13]>C(Cl)Cl>[I-:13].[C:9]([NH:8][CH2:7][C:3]1[CH:2]=[N+:1]([CH3:12])[CH:6]=[CH:5][CH:4]=1)(=[O:11])[CH3:10] |f:3.4|. Procedure: To a solution of N-(pyridin-3-ylmethyl)acetamide (13.89 g, 92 mmol) in DCM at 0° C. was added methyl iodide (8.10 mL, 129 mmol). The cooling bath was removed after 10 min and the solution was stirred at rt for 19 h, whereupon it was concentrated in vacuo and used as crude in step 3. LCMS: Rt=0.18 min, m/z=164.9 (M+) Method 2m_acidic. 1H NMR (400 MHz, DMSO-d6) δ 8.91-8.87 (m, 2H) 8.58 (brs, 1H) 8.42 (d, J=8.0 Hz, 1H) 8.09 (t, J=7.0 Hz, 1H) 4.43 (d, J=5.9 Hz, 2H) 4.35 (s, 3H) 1.92 (s, 3H). Reactants: C(C)(C)N1CCC(CC1)NC(=O)C=1NC(=NC1)COCCOCCOC (2-[2-(2-Methoxy-ethoxy)-ethoxymethyl]-3H-imidazole-4-carboxylic acid (1-isopropyl-piperidin-4-yl)-amide), BrCC1=NOC(=C1)C=1SC(=CC1)Cl (3-bromomethyl-5-(5-chloro-thiophen-2-yl)-isoxazole), C(=O)([O-])[O-].[Cs+].[Cs+] (Cs2CO3). Reagents/catalysts: [I-].C(CCC)[N+](CCCC)(CCCC)CCCC (tetrabutylammonium iodide). Run in CN(C)C=O (DMF). Run at temperature 80 celsius, time 3 hour. Yields the product C(C)(C)N1CCC(CC1)NC(=O)C=1N(C(=NC1)COCCOCCOC)CC1=NOC(=C1)C=1SC(=CC1)Cl (3-[5-(5-Chloro-thiophen-2-yl)-isoxazol-3-ylmethyl]-2-[2-(2-methoxy-ethoxy)-ethoxymethyl]-3H-imidazole-4-carboxylic acid (1-isopropyl-piperidin-4-yl)-amide). Yield: 7.1%. As a reaction SMILES: [CH:1]([N:4]1[CH2:9][CH2:8][CH:7]([NH:10][C:11]([C:13]2[NH:14][C:15]([CH2:18][O:19][CH2:20][CH2:21][O:22][CH2:23][CH2:24][O:25][CH3:26])=[N:16][CH:17]=2)=[O:12])[CH2:6][CH2:5]1)([CH3:3])[CH3:2].Br[CH2:28][C:29]1[CH:33]=[C:32]([C:34]2[S:35][C:36]([Cl:39])=[CH:37][CH:38]=2)[O:31][N:30]=1.C([O-])([O-])=O.[Cs+].[Cs+]>[I-].C([N+](CCCC)(CCCC)CCCC)CCC.CN(C=O)C>[CH:1]([N:4]1[CH2:9][CH2:8][CH:7]([NH:10][C:11]([C:13]2[N:14]([CH2:28][C:29]3[CH:33]=[C:32]([C:34]4[S:35][C:36]([Cl:39])=[CH:37][CH:38]=4)[O:31][N:30]=3)[C:15]([CH2:18][O:19][CH2:20][CH2:21][O:22][CH2:23][CH2:24][O:25][CH3:26])=[N:16][CH:17]=2)=[O:12])[CH2:6][CH2:5]1)([CH3:3])[CH3:2] |f:2.3.4,5.6|. Reported procedure: A mixture of 2-[2-(2-Methoxy-ethoxy)-ethoxymethyl]-3H-imidazole-4-carboxylic acid (1-isopropyl-piperidin-4-yl)-amide (55 mg), 3-bromomethyl-5-(5-chloro-thiophen-2-yl)-isoxazole (46 mg), Cs2CO3 (98 mg), tetrabutylammonium iodide (8 mg) and DMF (3 mL) was stirred at 80° C. for 3 h. The solvent was removed in vacuo and the residue was taken up in DCM, washed with water, and the organic layer was dried over anhydrous MgSO4 and concentrated. The title compound (6 mg) was isolated after HPLC purificat... Reactants: ClC(=O)OCC1=CC=CC=C1 (Benzyl chloroform ate), NC=1C(NC(=CC1)CCC)=O (3-amino-6-propyl-2-(1H)-pyridinone), ClC(=O)OCC1=CC=CC=C1 (Benzyl chloroformate). Solvent: O1CCOCC1 (dioxane), C([O-])(O)=O.[Na+] (sodium bicarbonate), O1CCOCC1 (dioxane), [OH-].[Na+] (NaOH), O (water). Conditions: temperature 0 celsius, time 1 hour. Product: C(C1=CC=CC=C1)OC(=O)NC=1C(NC(=CC1)CCC)=O (3-Benzyloxycarbonylamino-6-propyl-2-(1H)-pyridinone). Isolated yield 85.4%. RXN SMILES: Cl[C:2]([O:4][CH2:5][C:6]1[CH:11]=[CH:10][CH:9]=[CH:8][CH:7]=1)=[O:3].[NH2:12][C:13]1[C:14](=[O:22])[NH:15][C:16]([CH2:19][CH2:20][CH3:21])=[CH:17][CH:18]=1>O1CCOCC1.[OH-].[Na+].O.C(=O)(O)[O-].[Na+]>[CH2:5]([O:4][C:2]([NH:12][C:13]1[C:14](=[O:22])[NH:15][C:16]([CH2:19][CH2:20][CH3:21])=[CH:17][CH:18]=1)=[O:3])[C:6]1[CH:11]=[CH:10][CH:9]=[CH:8][CH:7]=1 |f:3.4,6.7|. Procedure details: Benzyl chloroform ate (1.8 ml; 12.6 mmol) was added to a solution of 3-amino-6-propyl-2-(1H)-pyridinone (1.63 g, 10.8 mmol) in a mixture of dioxane (25 ml) and 1N NaOH at 0° C. Within minutes a white precipitate formed. The reaction mixture was stirred at the same temperature for 1 hr then at room temperature for an additional hour. The reaction mixture was diluted with water and extracted with ethyl acetate then methylene chloride. Each extract was washed with brine then combined and dried over...